From a dataset of the Open Reaction Database (ORD), a public repository of structured organic reaction records. describe an organic reaction: reactants, conditions, products, and yield Reactants: [OH-].[Na+] (NaOH), Cl (HCl), ClC=1C=C(C=CC1)O (3-chlorophenol), C1(CCCO1)=O (γ-butyrolactone). Reaction conditions: temperature 170 celsius. The product is ClC=1C=C(OCCCC(=O)O)C=CC1 (4-(3-chlorophenoxy)butyric acid). RXN SMILES: [OH-].[Na+].[Cl:3][C:4]1[CH:5]=[C:6]([OH:10])[CH:7]=[CH:8][CH:9]=1.[C:11]1(=[O:16])[O:15][CH2:14][CH2:13][CH2:12]1.Cl>>[Cl:3][C:4]1[CH:5]=[C:6]([CH:7]=[CH:8][CH:9]=1)[O:10][CH2:14][CH2:13][CH2:12][C:11]([OH:16])=[O:15] |f:0.1|. Reported procedure: A dispersion was prepared by suspending 1 eq of NaOH (flakes) in 3-chlorophenol (1 eq). The obtained dispersion was heated to 170° C. up to complete solubilization of the base. 1.4 Eq. of γ-butyrolactone were then dropwise added maintaining the reaction mixture at 170° C. for 5 hours. The reaction mixture was then poured into ice and then acidified with HCl 6N. The reaction product was extracted with CHCl3, dehydrated over Na2SO4 and concentrated under vacuum. The residue was purified by flash c...